This data is from the Open Reaction Database (ORD), a public repository of structured organic reaction records. The task is: describe an organic reaction: reactants, conditions, products, and yield Product: [N+](=O)([O-])C(=CC1=CN(C=2C=CC3=C(C12)CCCO3)C)C (1-(2-Nitropropenyl)-3-methyl-3,7,8,9-tetrahydro-pyrano[3,2-e]indole). Isolated yield 85.0%. Reaction SMILES: [CH3:1][N:2]1[C:10]2[CH:9]=[CH:8][C:7]3[O:11][CH2:12][CH2:13][CH2:14][C:6]=3[C:5]=2[C:4]([CH:15]=O)=[CH:3]1.C([O-])(=O)C.[NH4+].O.[N+:23]([CH2:26][CH3:27])([O-:25])=[O:24]>>[N+:23]([C:26]([CH3:27])=[CH:15][C:4]1[C:5]2[C:6]3[CH2:14][CH2:13][CH2:12][O:11][C:7]=3[CH:8]=[CH:9][C:10]=2[N:2]([CH3:1])[CH:3]=1)([O-:25])=[O:24] |f:1.2|. Conditions: temperature 100 celsius, time 18 hour. Procedure details: A mixture of 3-methyl-3,7,8,9-tetrahydro-pyrano[3,2-e]indole-1-carboxaldehyde (1.02 g, 4.74 mmol) and ammonium acetate (0.30 g, 3.90 mmol) in 12 ml of nitroethane was heated at 100° C. for 3 h, stirred at room temperature for 18 h, mixed with water (50 ml) and extracted with EtOAc (3×50 ml). The combined extracts were dried (MgSO4), filtered and evaporated to dryness. Crystallization of the residue from a mixture of dichloromethane and hexane gave an orange solid (1.10 g, 85%): mp 200-202° C. Starting materials: CN1C=C(C=2C3=C(C=CC12)OCCC3)C=O (3-methyl-3,7,8,9-tetrahydro-pyrano[3,2-e]indole-1-carboxaldehyde), C(C)(=O)[O-].[NH4+] (ammonium acetate), [N+](=O)([O-])CC (nitroethane), O (water). The reactants are ClC=1C2=C(SC1CO)C=C1C(=C2)OCO1 ((3-Chloro-5,6-(methylenedioxy)-benzo[b]thiophen-2-yl)methanol). Reagents/catalysts: O=[Mn]=O (MnO2). Run in O1CCOCC1 (dioxane), C(C)(=O)OCC (ethyl acetate). Yields the product ClC=1C2=C(SC1C=O)C=C1C(=C2)OCO1 (3-Chloro-5,6-(methylenedioxy)-benzo[b]thiophene-2-carbaldehyde). RXN SMILES: [Cl:1][C:2]1[C:3]2[CH:12]=[C:11]3[O:13][CH2:14][O:15][C:10]3=[CH:9][C:4]=2[S:5][C:6]=1[CH2:7][OH:8]>O1CCOCC1.C(OCC)(=O)C.O=[Mn]=O>[Cl:1][C:2]1[C:3]2[CH:12]=[C:11]3[O:13][CH2:14][O:15][C:10]3=[CH:9][C:4]=2[S:5][C:6]=1[CH:7]=[O:8]. Reported procedure: 3.5 equivalents of MnO2 are added at ambient temperature under an inert atmosphere to a suspension of 0.12 mol of the compound obtained in Step C in 925 ml of anhydrous dioxane. After 3.5 hours' reaction at reflux, the reaction mixture is filtered while hot over Celite and rinsed with dioxane; the filtrate is then concentrated under reduced pressure. The residue obtained is taken up in 100 ml of ethyl acetate and the solution obtained is refluxed and then returned to ambient temperature. A preci... The reactants are COC(C1=CC=C(C=C1)O)=O (4-hydroxy-benzoic acid methyl ester), Cl.ClCC1=NC(=CC=C1)C (2-(chloromethyl)-6-methyl-pyridine hydrochloride). Product: COC(C1=CC=C(C=C1)OCC1=NC(=CC=C1)C)=O (4-(6-Methyl-pyridin-2-ylmethoxy)-benzoic acid methyl ester). RXN SMILES: [CH3:1][O:2][C:3](=[O:11])[C:4]1[CH:9]=[CH:8][C:7]([OH:10])=[CH:6][CH:5]=1.Cl.Cl[CH2:14][C:15]1[CH:20]=[CH:19][CH:18]=[C:17]([CH3:21])[N:16]=1>>[CH3:1][O:2][C:3](=[O:11])[C:4]1[CH:9]=[CH:8][C:7]([O:10][CH2:14][C:15]2[CH:20]=[CH:19][CH:18]=[C:17]([CH3:21])[N:16]=2)=[CH:6][CH:5]=1 |f:1.2|. Reported procedure: The title compound is prepared in a manner substantially analogous to Procedure E except KI (1.3 eq.) is also added from 4-hydroxy-benzoic acid methyl ester and 2-(chloromethyl)-6-methyl-pyridine hydrochloride [CAS 3099-29-4]. MS (ES+) 258.2 Reactants: 3,5,6,7-Tetrahydro-s-Hydrindacen-1(2H), C1(=CC=CC=C1)[Mg]Br (PhMgBr). Run in C(C)OCC (diethyl ether). Reaction conditions: time 8 hour. The product is C1(=CC=CC=C1)C1=CCC=2C=C3CCCC3=CC12 (1,2,3,5-Tetrahydro-7-phenyl-s-indacen). Yield: 90.3%. As a reaction SMILES: [C:1]1([Mg]Br)[CH:6]=[CH:5][CH:4]=[CH:3][CH:2]=1>C(OCC)C>[C:1]1([C:2]2[C:2]3[CH:3]=[C:4]4[C:5]([CH2:3][CH2:4][CH2:5]4)=[CH:6][C:1]=3[CH2:6][CH:1]=2)[CH:6]=[CH:5][CH:4]=[CH:3][CH:2]=1. Procedure: 3,5,6,7-Tetrahydro-s-Hydrindacen-1(2H)-one (12.00 g, 0.06967 moles) was stirred in diethyl ether (200 mL) at 0° C. as PhMgBr (0.1 05 moles, 35.00 mL of 3.0 M solution in diethyl ether) was added slowly. This mixture was then allowed to stir overnight at room temperature. After the reaction period the mixture was quenched by pouring over ice. The mixture was then acidified (pH=1) with HCl and stirred vigorously for 2 hours. The organic layer was then separated and washed with H2O (2×100 mL) and t... The reactants are Cc1ccccc1, COc1cccc(OC)c1C(N)=O, O=C(Cl)C(=O)Cl, Cl, O. Yields the product COc1cccc(OC)c1C(=O)N=C=O. As a reaction SMILES: [CH3:14][c:15]1[cH:16][cH:17][cH:18][cH:19][cH:20]1.[CH3:1][O:2][c:3]1[c:4]([C:5](=[O:6])[NH2:7])[c:8]([O:12][CH3:13])[cH:9][cH:10][cH:11]1.[Cl:21][C:22](=[O:23])[C:24]([Cl:25])=[O:26].[ClH:27].[OH2:28]>>[CH3:1][O:2][c:3]1[c:4]([C:5](=[O:6])[N:7]=[C:22]=[O:23])[c:8]([O:12][CH3:13])[cH:9][cH:10][cH:11]1. Reported procedure: A solution of 3.0 g (13.8 mmole) of (benzimidazol-2-ylmethyl) (3-methylbutyl)amine in 150 mL of 1:1:1 ethyl acetate, acetone, water is treated with 3.66 g (34.5 mmole) Na2CO3 and a solution of 3.22 g (13.7 mmole) of 2-chloro-3,4-dimethoxybenzoyl chloride in 50 mL of acetone at 0° C. The resulting mixture is allowed to warm to room temperature for 1 hour. The reaction solution is diluted with 300 mL of ethyl acetate and then washed with 2×60 mL water, 1×60 mL sat. NaHCO3, and 1×60 mL of brine. Th... Product: N1=C(NC2=C1C=CC=C2)CN(C(=O)C2=C(C(=C(C=C2)OC)OC)Cl)CCC(C)C (N-(benzimidazol-2-ylmethyl)(2-chloro-3,4-dimethoxyphenyl)-N-(3-methylbutyl)carboxamide). RXN SMILES: [N:1]1[C:5]2[CH:6]=[CH:7][CH:8]=[CH:9][C:4]=2[NH:3][C:2]=1[CH2:10][NH:11][CH2:12][CH2:13][CH:14]([CH3:16])[CH3:15].C([O-])([O-])=O.[Na+].[Na+].[Cl:23][C:24]1[C:32]([O:33][CH3:34])=[C:31]([O:35][CH3:36])[CH:30]=[CH:29][C:25]=1[C:26](Cl)=[O:27]>C(OCC)(=O)C.CC(C)=O.O>[N:1]1[C:5]2[CH:6]=[CH:7][CH:8]=[CH:9][C:4]=2[NH:3][C:2]=1[CH2:10][N:11]([CH2:12][CH2:13][CH:14]([CH3:16])[CH3:15])[C:26]([C:25]1[CH:29]=[CH:30][C:31]([O:35][CH3:36])=[C:32]([O:33][CH3:34])[C:24]=1[Cl:23])=[O:27] |f:1.2.3|. The yield is 49.5%. Solvent: C(C)(=O)OCC (ethyl acetate), C(C)(=O)OCC (ethyl acetate), CC(=O)C (acetone), O (water), CC(=O)C (acetone). Starting materials: N1=C(NC2=C1C=CC=C2)CNCCC(C)C ((benzimidazol-2-ylmethyl) (3-methylbutyl)amine), C(=O)([O-])[O-].[Na+].[Na+] (Na2CO3), ClC1=C(C(=O)Cl)C=CC(=C1OC)OC (2-chloro-3,4-dimethoxybenzoyl chloride). Starting materials: C[O-].[Na+] (sodium methoxide), C(C)OC(C(P(=O)(O)O)(CC)CC)=O (diethyl phosphonoacetic acid ethyl ester), C/C(/C=O)=C\CC ((E)-2-methyl-2-pentenal), O (water). The solvent is CO (methanol), O1CCCC1 (tetrahydrofuran). Conditions: time 30 minute. Product: C/C(/C=C/C(=O)OC)=C\CC (methyl (E,E)-4-methyl-2,4-heptadienoate). RXN SMILES: [CH3:1][O-].[Na+].[CH2:4]([O:6][C:7](=[O:17])[C:8]([CH2:15][CH3:16])(CC)P(O)(O)=O)C.[CH3:18]/[C:19](=C\CC)/[CH:20]=O.O>CO.O1CCCC1>[CH3:1]/[C:16](=[CH:18]\[CH2:19][CH3:20])/[CH:15]=[CH:8]/[C:7]([O:6][CH3:4])=[O:17] |f:0.1|. Procedure details: To a 28 wt % solution of sodium methoxide in methanol (226 g) at 20° C. was added dropwise diethyl phosphonoacetic acid ethyl ester (239.8 g). The solution was stirred at the same temperature for 30 minutes under a nitrogen atmosphere. A solution of (E)-2-methyl-2-pentenal (100 g) in tetrahydrofuran (200 ml) was added dropwise at 20° C. during 20 minutes and the solution was stirred for 1 hour. The reaction mixture was poured into chilled water and extracted twice with ethyl acetate. The extract... The reactants are (R,S)-1-phenylethanol, (R,S)-1-phenylethanol, C(CCCCCCCCCCCCCCC)(=O)OC(C)C1=CC=CC=C1 (1-phenylethyl palmitate), CCCCCCCCCCCCCCCC(OCC(OC(CCCCCCCCCCCCCCC)=O)COC(CCCCCCCCCCCCCCC)=O)=O (tripalmitin), O (water). Solvent: CC(=O)C (acetone). Run at temperature 85 celsius, time 20 minute. Product: C1(=CC=CC=C1)[C@H](C)O ((S)-(-)-phenylethanol). The yield is 87.0%. RXN SMILES: CCCCCCCCCCCCCCCC(=O)OCC(COC(=O)CCCCCCCCCCCCCCC)OC(=O)CCCCCCCCCCCCCCC.O.C([O:76][CH:77]([C:79]1[CH:84]=[CH:83][CH:82]=[CH:81][CH:80]=1)[CH3:78])(=O)CCCCCCCCCCCCCCC>CC(C)=O>[C:79]1([C@@H:77]([OH:76])[CH3:78])[CH:84]=[CH:83][CH:82]=[CH:81][CH:80]=1. Reported procedure: In a 300 ml separable flask were put 3 g of Lipase PL of Alcaligenes sp. origin (a product of Meito Sangyo Co., Ltd., hereinafter the same applies) and 50 g of (R,S)-1-phenylethanol, and the mixture was subjected to ultrasonication with the same ultrasonic wave generating equipment as used in Example 1 at room temperature and at 20 kHz for 20 minutes. To the dispersion was added 150 g of tripalmitin, followed by stirring at 85° C. and 100 rpm for 30 hours to carry out interesterification. The wa...